From a dataset of the Open Reaction Database (ORD), a public repository of structured organic reaction records. describe an organic reaction: reactants, conditions, products, and yield Starting materials: C1(=CC=CC=C1)CCCN (3-phenylpropan-1-amine), C1N(CC2=CC=CC=C12)C(=O)NC1=CC=C(N=N1)C(=O)O (6-(isoindoline-2-carboxamido)pyridazine-3-carboxylic acid), C1N(CC2=CC=CC=C12)C(=O)NC1=CC=C(C(=O)O)C=C1 (4-(isoindoline-2-carboxamido)benzoic acid). Product: O1C[C@@H](CC1)CNC(=O)C1=CC=C(N=N1)NC(=O)N1CC2=CC=CC=C2C1 (N-(6-{[(3S)-tetrahydrofuran-3-ylmethyl]carbamoyl}pyridazin-3-yl)-1,3-dihydro-2H-isoindole-2-carboxamide). As a reaction SMILES: [C:1]1([CH2:7][CH2:8][CH2:9][NH2:10])C=CC=CC=1.[CH2:11]1[C:19]2[C:14](=[CH:15][CH:16]=[CH:17][CH:18]=2)[CH2:13][N:12]1[C:20]([NH:22][C:23]1[N:28]=[N:27][C:26]([C:29]([OH:31])=O)=[CH:25][CH:24]=1)=[O:21].C1C2C(=CC=CC=2)CN1[C:41](NC1C=CC(C(O)=O)=CC=1)=[O:42]>>[O:42]1[CH2:1][CH2:7][C@@H:8]([CH2:9][NH:10][C:29]([C:26]2[N:27]=[N:28][C:23]([NH:22][C:20]([N:12]3[CH2:11][C:19]4[C:14](=[CH:15][CH:16]=[CH:17][CH:18]=4)[CH2:13]3)=[O:21])=[CH:24][CH:25]=2)=[O:31])[CH2:41]1. Reported procedure: The title compound was prepared as described in Example 1C, substituting (S)-(tetrahydrofuran-3-yl)methamine for 3-phenylpropan-1-amine and 6-(isoindoline-2-carboxamido)pyridazine-3-carboxylic acid for 4-(isoindoline-2-carboxamido)benzoic acid. 1H NMR (300 MHz, DMSO-d6) δ 9.94 (s, 1H), 9.12 (t, J=6.1 Hz, 1H), 8.31 (d, J=9.3 Hz, 1H), 8.11 (d, J=9.3 Hz, 1H), 7.41-7.28 (m, 4H), 4.89 (s, 4H), 3.80-3.55 (m, 3H), 3.50 (dd, J=8.5, 5.2 Hz, 1H), 3.37-3.31 (m, 2H), 2.63-2.51 (m, 1H), 2.01-1.85 (m, 1H), 1.... Reactants: COC1=CC=C(C=C1)C=1N=C(SC1C1=CC=C(C=C1)OC)C=1N(C=CC1)CC(=O)OCC (Ethyl 2-[4,5-bis(4-methoxyphenyl)thiazol-2-yl]-pyrrole-1-acetate), [OH-].[K+] (potassium hydroxide). Solvent: C(C)O (ethanol). Yields the product COC1=CC=C(C=C1)C=1N=C(SC1C1=CC=C(C=C1)OC)C=1N(C=CC1)CC(=O)O (2-[4,5-bis(4-methoxyphenyl)thiazol-2-yl]-pyrrole-1-acetic acid). Yield: 80.0%. As a reaction SMILES: [CH3:1][O:2][C:3]1[CH:8]=[CH:7][C:6]([C:9]2[N:10]=[C:11]([C:22]3[N:23]([CH2:27][C:28]([O:30]CC)=[O:29])[CH:24]=[CH:25][CH:26]=3)[S:12][C:13]=2[C:14]2[CH:19]=[CH:18][C:17]([O:20][CH3:21])=[CH:16][CH:15]=2)=[CH:5][CH:4]=1.[OH-].[K+]>C(O)C>[CH3:1][O:2][C:3]1[CH:8]=[CH:7][C:6]([C:9]2[N:10]=[C:11]([C:22]3[N:23]([CH2:27][C:28]([OH:30])=[O:29])[CH:24]=[CH:25][CH:26]=3)[S:12][C:13]=2[C:14]2[CH:15]=[CH:16][C:17]([O:20][CH3:21])=[CH:18][CH:19]=2)=[CH:5][CH:4]=1 |f:1.2|. Reported procedure: Ethyl 2-[4,5-bis(4-methoxyphenyl)thiazol-2-yl]-pyrrole-1-acetate (prepared in Example 14) (3.59 g, 8 mmole) and potassium hydroxide (0.90 g, 16 mmoles) are added to ethanol (80 ml), and the mixture is refluxed for 5 minutes. After distilling off ethanol, the resulting residue is dissolved in water. To the aqueous solution is added 10% hydrochloric acid, and the precipitated crystals are separated by filtration and dried to give crude crystals (3.20 g). The crude crystals are recrystallized from ... The reactants are BrC=1SC=C(C1C)Br (2,4-dibromo-3-methylthiophene), BrN1C(CCC1=O)=O (N-bromosuccinimide). The reagents and catalysts are N(=NC(C#N)(C)C)C(C#N)(C)C (azo-bis-isobutyronitrile). Solvent: C(Cl)(Cl)(Cl)Cl (carbon tetrachloride). Conditions: temperature 0 celsius, time 4 hour. Yields the product BrC=1SC=C(C1CBr)Br (2,4-dibromo-3-(bromomethyl)thiophene). Yield: 89.6%. As a reaction SMILES: [Br:1][C:2]1[S:3][CH:4]=[C:5]([Br:8])[C:6]=1[CH3:7].[Br:9]N1C(=O)CCC1=O>C(Cl)(Cl)(Cl)Cl.N(C(C)(C)C#N)=NC(C)(C)C#N>[Br:1][C:2]1[S:3][CH:4]=[C:5]([Br:8])[C:6]=1[CH2:7][Br:9]. Reported procedure: To a solution of 2,4-dibromo-3-methylthiophene (0.92 g, 3.6 mmol) in carbon tetrachloride was added N-bromosuccinimide (0.64 g, 3.6 mmol) and AlBN (5 mg). The mixture was heated under reflux for 1 h and then for another 4 h in the presence of light. The solution was then cooled to 0° C. and the succinimide was filtered. The residue was washed with carbon tetrachloride. The solvent was removed and the product recrystalized from EtOH to yield 2,4-dibromo-3-(bromomethyl)thiophene (1.08 g, 91%). mp ... Reactants: ClC(C(C(Cl)(F)F)(F)F)(C(F)(F)F)N=C=O (1,3-dichloro-1 -(trifluoromethyl)tetrafluoropropyl isocyanate). The reagents and catalysts are [Zn] (zinc). Run in CCOCC (ether). The product is FC(=C(C(C(Cl)(F)F)(F)F)N=C=O)F (2,2-difluoro-1-(2-chlorotetrafluoroethyl)vinyl isocyanate). As a reaction SMILES: Cl[C:2]([N:14]=[C:15]=[O:16])([C:10](F)([F:12])[F:11])[C:3]([F:9])([F:8])[C:4]([F:7])([F:6])[Cl:5]>CCOCC.[Zn]>[F:11][C:10]([F:12])=[C:2]([N:14]=[C:15]=[O:16])[C:3]([F:8])([F:9])[C:4]([F:6])([F:7])[Cl:5]. Procedure: By the procedure of Example 2, adding 1,3-dichloro-1 -(trifluoromethyl)tetrafluoropropyl isocyanate to a suspension of powdered zinc in ether will yield 2,2-difluoro-1-(2-chlorotetrafluoroethyl)vinyl isocyanate. Starting materials: [BH4-], O=Cc1cc(OC(F)(F)F)ccc1OCc1ccccc1, CCOC(C)=O, CCO, [Cl-], [NH4+], [Na+]. The product is OCc1cc(OC(F)(F)F)ccc1OCc1ccccc1. Reaction SMILES: [BH4-:22].[CH2:1]([c:2]1[cH:3][cH:4][cH:5][cH:6][cH:7]1)[O:8][c:9]1[c:10]([CH:11]=[O:12])[cH:13][c:14]([O:17][C:18]([F:19])([F:20])[F:21])[cH:15][cH:16]1.[CH3:26][CH2:27][O:28][C:29](=[O:30])[CH3:31].[CH3:32][CH2:33][OH:34].[Cl-:24].[NH4+:25].[Na+:23]>>[CH2:1]([c:2]1[cH:3][cH:4][cH:5][cH:6][cH:7]1)[O:8][c:9]1[c:10]([CH2:11][OH:12])[cH:13][c:14]([O:17][C:18]([F:19])([F:20])[F:21])[cH:15][cH:16]1. Starting materials: CC1(CC(NC2=CC=C(C=C12)C#C[Si](C)(C)C)=O)C (4,4-dimethyl-2-oxo-1,2,3,4-tetrahydro-6[(trimethylsilyl)ethynyl]quinoline), CC1(CC(NC2=CC=C(C=C12)C#C[Si](C)(C)C)=O)C (4,4-dimethyl-2-oxo-1,2,3,4-tetrahydro-6[(trimethylsilyl)ethynyl]quinoline), reaction. Solvent: CO (methanol). Run at time 12 hour. Yields the product CC1(CC(NC2=CC=C(C=C12)C#C)=O)C (4,4-Dimethyl-2-oxo-1,2,3,4-tetrahydro-6-ethynylquinoline). RXN SMILES: [CH3:1][C:2]1([CH3:19])[C:11]2[C:6](=[CH:7][CH:8]=[C:9]([C:12]#[C:13][Si](C)(C)C)[CH:10]=2)[NH:5][C:4](=[O:18])[CH2:3]1>CO>[CH3:1][C:2]1([CH3:19])[C:11]2[C:6](=[CH:7][CH:8]=[C:9]([C:12]#[CH:13])[CH:10]=2)[NH:5][C:4](=[O:18])[CH2:3]1. Reported procedure: To a solution of 2.64 g (9.7 mmol) of 4,4-dimethyl-2-oxo-1,2,3,4-tetrahydro-6[(trimethylsilyl)ethynyl]quinoline (Compound 2) in 200 ml of methanol was added 0.269 g (1.95 mmol) of K2CO3The reaction was stirred at room temperature for 12 h. The reaction was then concentrated in vacuo and water was added to the residue. The aqueous layer was extracted with methylene chloride (2×). The organic layers were dried (MgSO4), filtered and concentrated in vacuo to give the title compound as a white solid. Starting materials: C, CCO, Cc1nn(-c2ccccn2)c2nc3ccccc3c(Cl)c12, [Pd]. The product is Cc1nn(-c2ccccn2)c2nc3ccccc3cc12. As a reaction SMILES: [C:25].[CH3:22][CH2:23][OH:24].[Cl:1][c:2]1[c:3]2[c:4]([n:5][c:6]3[cH:7][cH:8][cH:9][cH:10][c:11]13)[n:12](-[c:16]1[n:17][cH:18][cH:19][cH:20][cH:21]1)[n:13][c:14]2[CH3:15].[Pd:26]>>[cH:2]1[c:3]2[c:4]([n:5][c:6]3[cH:7][cH:8][cH:9][cH:10][c:11]13)[n:12](-[c:16]1[n:17][cH:18][cH:19][cH:20][cH:21]1)[n:13][c:14]2[CH3:15]. The reactants are C(C1=CC=CC=C1)OC1=CC=C(C=C1)N1C(N(C=2C1=NC=C(C2)OCC(F)(F)F)CC)=O (3-[4-(benzyloxy)phenyl]-1-ethyl-6-(2,2,2-trifluoroethoxy)-1,3-dihydro-2H-imidazo[4,5-b]pyridin-2-one). The reagents and catalysts are [Pd] (Pd—C). Run in CCO (EtOH). Run at time 8 hour. Product: C(C)N1C(N(C2=NC=C(C=C21)OCC(F)(F)F)C2=CC=C(C=C2)O)=O (1-ethyl-3-(4-hydroxyphenyl)-6-(2,2,2-trifluoroethoxy)-1H-imidazo[4,5-b]pyridin-2(3H)-one). As a reaction SMILES: C([O:8][C:9]1[CH:14]=[CH:13][C:12]([N:15]2[C:19]3=[N:20][CH:21]=[C:22]([O:24][CH2:25][C:26]([F:29])([F:28])[F:27])[CH:23]=[C:18]3[N:17]([CH2:30][CH3:31])[C:16]2=[O:32])=[CH:11][CH:10]=1)C1C=CC=CC=1>CCO.[Pd]>[CH2:30]([N:17]1[C:18]2[C:19](=[N:20][CH:21]=[C:22]([O:24][CH2:25][C:26]([F:28])([F:27])[F:29])[CH:23]=2)[N:15]([C:12]2[CH:13]=[CH:14][C:9]([OH:8])=[CH:10][CH:11]=2)[C:16]1=[O:32])[CH3:31]. Procedure: A mixture of 3-[4-(benzyloxy)phenyl]-1-ethyl-6-(2,2,2-trifluoroethoxy)-1,3-dihydro-2H-imidazo[4,5-b]pyridin-2-one (305 mg) and 10% Pd—C (36.6 mg) in EtOH (10 mL) was hydrogenated under balloon pressure at room temperature overnight. The catalyst was removed by filtration and the filtrate was concentrated in vacuo to give 1-ethyl-3-(4-hydroxyphenyl)-6-(2,2,2-trifluoroethoxy)-1H-imidazo[4,5-b]pyridin-2(3H)-one as colorless solid. To a solution of this product and 3-methyl-2-(methylsulfonyl)-3H-imi...